From a dataset of the Open Reaction Database (ORD), a public repository of structured organic reaction records. describe an organic reaction: reactants, conditions, products, and yield The reactants are OS(=O)(=O)O (H2SO4), OC1=CC=C(CC2C(OC(O2)(C)C)=O)C=C1 (5-(4-hydroxy-benzyl)-2,2-dimethyl-[1,3]dioxolan-4-one), C(C)[SiH](CC)CC (triethylsilane), solution. Reagents/catalysts: Cl[Ti](Cl)(Cl)Cl (TiCl4). Run in C(Cl)Cl (CH2Cl2), C(Cl)Cl (CH2Cl2), CCO (EtOH). Conditions: temperature 0 celsius, time 15 minute. Yields the product C(C)OC(C(CC1=CC=C(C=C1)O)OC(C)C)=O (3-(4-hydroxy-phenyl)-2-isopropoxy-propionic acid ethyl ester). The yield is 69.6%. As a reaction SMILES: [OH:1][C:2]1[CH:16]=[CH:15][C:5]([CH2:6][CH:7]2[O:11][C:10]([CH3:13])([CH3:12])[O:9][C:8]2=[O:14])=[CH:4][CH:3]=1.[CH2:17]([SiH](CC)CC)[CH3:18].OS(O)(=O)=O>C(Cl)Cl.CCO.Cl[Ti](Cl)(Cl)Cl>[CH2:17]([O:9][C:8](=[O:14])[CH:7]([O:11][CH:10]([CH3:13])[CH3:12])[CH2:6][C:5]1[CH:15]=[CH:16][C:2]([OH:1])=[CH:3][CH:4]=1)[CH3:18]. Procedure details: A 0° C. solution of 5-(4-hydroxy-benzyl)-2,2-dimethyl-[1,3]dioxolan-4-one (0.20 g, 0.900 mmol) and triethylsilane (1.05 g, 9.0 mmol) in dry CH2Cl2 (10 mL) was treated dropwise with a 1 molar solution of TiCl4 in CH2Cl2 (0.90 mL, 0.900 mmol) under N2. The resultant red slurry was stirred at 0° C. for 15 minutes and then warmed to room temperature for 45 minutes. The reaction mixture was quenched with water and extracted with EtOAc. The organic layer was dried (Na2SO4) and the solvent removed in v... Starting materials: CC(=O)Cl, CCN(C(C)C)C(C)C, COc1ccc(C(=O)N2c3ccccc3C(Nc3ccc(Cl)cc3C)CC2C)cc1. Yields the product COc1ccc(C(=O)N2c3ccccc3C(N(C(C)=O)c3ccc(Cl)cc3C)CC2C)cc1. Reaction SMILES: [CH3:40][C:41]([Cl:42])=[O:43].[CH:31]([N:32]([CH:33]([CH3:34])[CH3:35])[CH2:36][CH3:37])([CH3:38])[CH3:39].[Cl:1][c:2]1[cH:3][c:4]([CH3:30])[c:5]([NH:8][CH:9]2[CH2:10][CH:11]([CH3:29])[N:12]([C:19]([c:20]3[cH:21][cH:22][c:23]([O:26][CH3:27])[cH:24][cH:25]3)=[O:28])[c:13]3[cH:14][cH:15][cH:16][cH:17][c:18]32)[cH:6][cH:7]1>>[Cl:1][c:2]1[cH:3][c:4]([CH3:30])[c:5]([N:8]([CH:9]2[CH2:10][CH:11]([CH3:29])[N:12]([C:19]([c:20]3[cH:21][cH:22][c:23]([O:26][CH3:27])[cH:24][cH:25]3)=[O:28])[c:13]3[cH:14][cH:15][cH:16][cH:17][c:18]32)[C:41]([CH3:40])=[O:43])[cH:6][cH:7]1. Starting materials: Cc1cn[nH]c1, CN(C)C=O, O=C(c1ccc(F)cc1C(F)(F)F)N1Cc2cccn2Cc2ccccc21, [H-], [Na+]. Product: Cc1cnn(-c2ccc(C(=O)N3Cc4cccn4Cc4ccccc43)c(C(F)(F)F)c2)c1. RXN SMILES: [CH3:30][c:31]1[cH:32][n:33][nH:34][cH:35]1.[CH3:36][N:37]([CH3:38])[CH:39]=[O:40].[F:1][c:2]1[cH:3][c:4]([C:24]([F:25])([F:26])[F:27])[c:5]([C:8](=[O:9])[N:10]2[CH2:11][c:12]3[n:13]([cH:21][cH:22][cH:23]3)[CH2:14][c:15]3[c:16]2[cH:17][cH:18][cH:19][cH:20]3)[cH:6][cH:7]1.[H-:28].[Na+:29]>>[c:2]1(-[n:34]2[n:33][cH:32][c:31]([CH3:30])[cH:35]2)[cH:3][c:4]([C:24]([F:25])([F:26])[F:27])[c:5]([C:8](=[O:9])[N:10]2[CH2:11][c:12]3[n:13]([cH:21][cH:22][cH:23]3)[CH2:14][c:15]3[c:16]2[cH:17][cH:18][cH:19][cH:20]3)[cH:6][cH:7]1. Starting materials: CN(C)C=O, O=C1CCC(=O)N1Cl, NC(=O)Nc1[nH]c(-c2ccc(Br)cc2)cc1C(N)=O, O. Product: NC(=O)Nc1[nH]c(-c2ccc(Br)cc2)c(Cl)c1C(N)=O. Reaction SMILES: [CH3:29][N:30]([CH3:31])[CH:32]=[O:33].[Cl:1][N:2]1[C:3](=[O:4])[CH2:5][CH2:6][C:7]1=[O:8].[NH2:9][C:10](=[O:11])[NH:12][c:13]1[nH:14][c:15](-[c:21]2[cH:22][cH:23][c:24]([Br:27])[cH:25][cH:26]2)[cH:16][c:17]1[C:18](=[O:19])[NH2:20].[OH2:28]>>[Cl:1][c:16]1[c:15](-[c:21]2[cH:22][cH:23][c:24]([Br:27])[cH:25][cH:26]2)[nH:14][c:13]([NH:12][C:10]([NH2:9])=[O:11])[c:17]1[C:18](=[O:19])[NH2:20]. Starting materials: ClCCl, O=C(O)C(F)(F)F, CC(C)(C)OC(=O)NC1CCCc2nccnc21. Yields the product O=C(O)C(F)(F)F, NC1CCCc2nccnc21. As a reaction SMILES: [Cl:26][CH2:27][Cl:28].[F:19][C:20]([C:21](=[O:22])[OH:23])([F:24])[F:25].[n:1]1[cH:2][cH:3][n:4][c:5]2[c:10]1[CH2:9][CH2:8][CH2:7][CH:6]2[NH:11][C:12](=[O:13])[O:14][C:15]([CH3:16])([CH3:17])[CH3:18]>>[F:19][C:20]([C:21](=[O:22])[OH:23])([F:24])[F:25].[n:1]1[cH:2][cH:3][n:4][c:5]2[c:10]1[CH2:9][CH2:8][CH2:7][CH:6]2[NH2:11]. The reactants are CN[C@H](CN1CCCC1)CC ((S)—N-methyl-1-(pyrrolidin-1-yl)butan-2-amine), resultant mixture, CN1CCOCC1 (NMM), BrC1=CC=C(C(=O)Cl)C=C1 (4-bromobenzoyl chloride). Run in C(Cl)Cl (DCM), C(Cl)Cl (DCM). Product: BrC1=CC=C(C(=O)N([C@H](CN2CCCC2)CC)C)C=C1 ((S)-4-Bromo-N-methyl-N-(1-(pyrrolidin-1-yl)butan-2-yl)benzamide). The yield is 61.4%. Reaction SMILES: [CH3:1][NH:2][C@@H:3]([CH2:10][CH3:11])[CH2:4][N:5]1[CH2:9][CH2:8][CH2:7][CH2:6]1.CN1CCOCC1.[Br:19][C:20]1[CH:28]=[CH:27][C:23]([C:24](Cl)=[O:25])=[CH:22][CH:21]=1>C(Cl)Cl>[Br:19][C:20]1[CH:28]=[CH:27][C:23]([C:24]([N:2]([CH3:1])[C@@H:3]([CH2:10][CH3:11])[CH2:4][N:5]2[CH2:9][CH2:8][CH2:7][CH2:6]2)=[O:25])=[CH:22][CH:21]=1. Procedure details: To a solution of (S)—N-methyl-1-(pyrrolidin-1-yl)butan-2-amine (Compound M5) (75 mg, 0.48 mmol) in DCM (1.5 mL) was NMM (0.058 mL, 0.53 mmol) and 4-bromobenzoyl chloride (137 mg, 0.62 mmol) added. The resultant mixture was stirred at rt overnight. The mixture was diluted with DCM (5 mL), washed with NaHCO3 (saturated, 5 mL), filtered through a phase separator and concentrated under reduced pressure. The residue was purified by preparative HPLC to give the title compound (100 mg, 62%). Mixture of... Reaction conditions: temperature 0 celsius, time 1 hour. The reactants are ClC=1C=C(C=CC1Cl)C=1N=C(OC1CCC(=O)OC)N1C(=NC=C1)C (Methyl 4-(3,4-dichlorophenyl)-2-(2-methyl-1-imidazolyl)-5-oxazolepropionate), aqueous solution, O.C(=O)([O-])C(O)C(O)C(=O)[O-].[K+].[Na+].O.O.[Na+].[K+].C(=O)([O-])C(O)C(O)C(=O)[O-] ((+)-sodium potassium tartrate sesquihydrate), sodium dihydrobis(2-methoxyethoxy)aluminate. Solvent: C1(=CC=CC=C1)C (toluene), C1(=CC=CC=C1)C (toluene), C1(=CC=CC=C1)C (toluene). RXN SMILES: [Cl:1][C:2]1[CH:3]=[C:4]([C:9]2[N:10]=[C:11]([N:20]3[CH:24]=[CH:23][N:22]=[C:21]3[CH3:25])[O:12][C:13]=2[CH2:14][CH2:15][C:16](OC)=[O:17])[CH:5]=[CH:6][C:7]=1[Cl:8].O.C(C(C(C([O-])=O)O)O)([O-])=O.[K+].[Na+].O.O.[Na+].[K+].C(C(C(C([O-])=O)O)O)([O-])=O>C1(C)C=CC=CC=1>[Cl:1][C:2]1[CH:3]=[C:4]([C:9]2[N:10]=[C:11]([N:20]3[CH:24]=[CH:23][N:22]=[C:21]3[CH3:25])[O:12][C:13]=2[CH2:14][CH2:15][CH2:16][OH:17])[CH:5]=[CH:6][C:7]=1[Cl:8] |f:1.2.3.4.5.6.7.8.9|. The yield is 74.1%. Product: ClC=1C=C(C=CC1Cl)C=1N=C(OC1CCCO)N1C(=NC=C1)C (4-(3,4-dichlorophenyl)-2-(2-methyl-1-imidazolyl)-5-oxazolepropanol). Procedure details: Methyl 4-(3,4-dichlorophenyl)-2-(2-methyl-1-imidazolyl)-5-oxazolepropionate (0.67 g) was dissolved in toluene (5 ml). To the obtained solution was added dropwise a mixture of a 70% toluene solution (0.81 g) of sodium dihydrobis(2-methoxyethoxy)aluminate, and toluene (5 ml) at 0° C., which was stirred at 0° C. for 1 hour. To the reaction mixture was carefully added a 10% aqueous solution of (+)-sodium potassium tartrate sesquihydrate (50 ml), which was stirred at room temperature for 1 hour. The ... Starting materials: CCNC(=O)Nc1ccc(-c2nc3c(c(N4CCOCC4)n2)CCNC3)cc1, CN(C)C=O, CCN(C(C)C)C(C)C, Clc1cncc(Cl)n1. The product is CCNC(=O)Nc1ccc(-c2nc3c(c(N4CCOCC4)n2)CCN(c2cncc(Cl)n2)C3)cc1. As a reaction SMILES: [CH2:1]([CH3:2])[NH:3][C:4](=[O:5])[NH:6][c:7]1[cH:8][cH:9][c:10](-[c:13]2[n:14][c:15]([N:23]3[CH2:24][CH2:25][O:26][CH2:27][CH2:28]3)[c:16]3[c:17]([n:18]2)[CH2:19][NH:20][CH2:21][CH2:22]3)[cH:11][cH:12]1.[CH3:37][N:38]([CH3:39])[CH:40]=[O:41].[CH:42]([N:43]([CH2:44][CH3:45])[CH:46]([CH3:47])[CH3:48])([CH3:49])[CH3:50].[Cl:29][c:30]1[n:31][c:32]([Cl:36])[cH:33][n:34][cH:35]1>>[CH2:1]([CH3:2])[NH:3][C:4](=[O:5])[NH:6][c:7]1[cH:8][cH:9][c:10](-[c:13]2[n:14][c:15]([N:23]3[CH2:24][CH2:25][O:26][CH2:27][CH2:28]3)[c:16]3[c:17]([n:18]2)[CH2:19][N:20]([c:32]2[n:31][c:30]([Cl:29])[cH:35][n:34][cH:33]2)[CH2:21][CH2:22]3)[cH:11][cH:12]1.